The task is: describe an organic reaction: reactants, conditions, products, and yield. This data is from the Open Reaction Database (ORD), a public repository of structured organic reaction records. Starting materials: [Br-], CC(C)C(C=C(F)Br)c1ccc(Cl)cc1, CCOC(C)=O, CCCCCC, CN(C)C=O, Cl, [Zn+]Cc1cccc(Oc2ccccc2)c1, BrCc1cccc(Oc2ccccc2)c1, C1CCOC1, [Pd], [Zn], c1ccc(P(c2ccccc2)c2ccccc2)cc1, c1ccc(P(c2ccccc2)c2ccccc2)cc1, c1ccc(P(c2ccccc2)c2ccccc2)cc1, c1ccc(P(c2ccccc2)c2ccccc2)cc1. The product is CC(C)C(C=C(F)Cc1cccc(Oc2ccccc2)c1)c1ccc(Cl)cc1. As a reaction SMILES: [Br-:16].[Br:1][C:2](=[CH:3][CH:4]([CH:5]([CH3:6])[CH3:7])[c:8]1[cH:9][cH:10][c:11]([Cl:14])[cH:12][cH:13]1)[F:15].[C:131]([O:132][CH2:133][CH3:134])(=[O:135])[CH3:136].[CH3:137][CH2:138][CH2:139][CH2:140][CH2:141][CH3:142].[CH3:143][N:144]([CH3:145])[CH:146]=[O:147].[ClH:47].[O:17]([c:18]1[cH:19][cH:20][cH:21][cH:22][cH:23]1)[c:24]1[cH:25][c:26]([CH2:27][Zn+:28])[cH:29][cH:30][cH:31]1.[O:32]([c:33]1[cH:34][c:35]([CH2:39][Br:40])[cH:36][cH:37][cH:38]1)[c:41]1[cH:42][cH:43][cH:44][cH:45][cH:46]1.[O:48]1[CH2:49][CH2:50][CH2:51][CH2:52]1.[Pd:53].[Zn:130].[c:111]1([P:112]([c:113]2[cH:114][cH:115][cH:116][cH:117][cH:118]2)[c:119]2[cH:120][cH:121][cH:122][cH:123][cH:124]2)[cH:125][cH:126][cH:127][cH:128][cH:129]1.[c:54]1([P:55]([c:56]2[cH:57][cH:58][cH:59][cH:60][cH:61]2)[c:62]2[cH:63][cH:64][cH:65][cH:66][cH:67]2)[cH:68][cH:69][cH:70][cH:71][cH:72]1.[c:73]1([P:74]([c:75]2[cH:76][cH:77][cH:78][cH:79][cH:80]2)[c:81]2[cH:82][cH:83][cH:84][cH:85][cH:86]2)[cH:87][cH:88][cH:89][cH:90][cH:91]1.[c:92]1([P:93]([c:94]2[cH:95][cH:96][cH:97][cH:98][cH:99]2)[c:100]2[cH:101][cH:102][cH:103][cH:104][cH:105]2)[cH:106][cH:107][cH:108][cH:109][cH:110]1>>[C:2](=[CH:3][CH:4]([CH:5]([CH3:6])[CH3:7])[c:8]1[cH:9][cH:10][c:11]([Cl:14])[cH:12][cH:13]1)([F:15])[CH2:27][c:26]1[cH:25][c:24]([O:17][c:18]2[cH:19][cH:20][cH:21][cH:22][cH:23]2)[cH:31][cH:30][cH:29]1. Starting materials: C(C)(C)(C)NC(=O)C1(CC2CCC(C1)N2C(=O)OCC)C2CCCCC2 (ethyl 3-[(tert-butylamino)carbonyl]-3-cyclohexyl-8-azabicyclo[3.2.1]octane-8-carboxylate), I[Si](C)(C)C (iodotrimethylsilane). Run in C(Cl)Cl (DCM). Run at time 8 hour. Product: [I-].C(C)(C)(C)NC(=O)C1(CC2CCC(C1)[NH2+]2)C2CCCCC2 (3-[(tert-butylamino)carbonyl]-3-cyclohexyl-8-azoniabicyclo[3.2.1]octane iodide). Reaction SMILES: [C:1]([NH:5][C:6]([C:8]1([CH:21]2[CH2:26][CH2:25][CH2:24][CH2:23][CH2:22]2)[CH2:14][CH:13]2[N:15](C(OCC)=O)[CH:10]([CH2:11][CH2:12]2)[CH2:9]1)=[O:7])([CH3:4])([CH3:3])[CH3:2].[I:27][Si](C)(C)C>C(Cl)Cl>[I-:27].[C:1]([NH:5][C:6]([C:8]1([CH:21]2[CH2:26][CH2:25][CH2:24][CH2:23][CH2:22]2)[CH2:14][CH:13]2[NH2+:15][CH:10]([CH2:11][CH2:12]2)[CH2:9]1)=[O:7])([CH3:4])([CH3:2])[CH3:3] |f:3.4|. Reported procedure: To a solution of ethyl 3-[(tert-butylamino)carbonyl]-3-cyclohexyl-8-azabicyclo[3.2.1]octane-8-carboxylate (1-8) (1.00 g, 2.74 mmol) in DCM (20.0 mL) was slowly added iodotrimethylsilane (2.20 g, 11.0 mmol). The mixture was stirred at room temperature overnight. The solvents were removed under vacuum and the solid was washed with ether (2×5 mL) to give (1-9 as a yellow solid. The reactants are CC(CCC1=CC=CC=C1)(C)CC(CO)O (3-(1,1-dimethyl-3-phenylpropyl)-1,2-dihydroxypropane), ClC1=NC=CC=C1 (2-Chloropyridine), CN(C)C=O (DMF), C(C1=CC=CC=C1)=O (benzaldehyde), C(C1=CC=CC=C1)(=O)O (benzoic acid). Solvent: C1=CC=CC=C1 (benzene). Run at temperature 70 celsius, time 1 hour. Product: C(\C=C/C(=O)O)(=O)O.CC(CCC1=CC=CC=C1)(C)NCC(COC1=NC=CC=C1)O (2-[3-(1,1-dimethyl-3-phenylpropylamino)-2-hydroxy-1-propoxy]pyridine maleate). Reaction SMILES: C[C:2]([CH2:12]C(O)C[OH:15])([CH3:11])[CH2:3][CH2:4][C:5]1[CH:10]=[CH:9][CH:8]=[CH:7][CH:6]=1.[CH:17](=[O:24])[C:18]1[CH:23]=[CH:22][CH:21]=CC=1.[C:25]([OH:33])(=[O:32])[C:26]1C=CC=C[CH:27]=1.ClC1C=CC=[CH:37][N:36]=1.C[N:42]([CH:44]=[O:45])C>C1C=CC=CC=1>[C:44]([OH:45])(=[O:15])/[CH:27]=[CH:26]\[C:25]([OH:33])=[O:32].[CH3:12][C:2]([NH:36][CH2:37][CH:25]([OH:33])[CH2:26][O:24][C:17]1[CH:18]=[CH:23][CH:22]=[CH:21][N:42]=1)([CH3:11])[CH2:3][CH2:4][C:5]1[CH:6]=[CH:7][CH:8]=[CH:9][CH:10]=1 |f:6.7|. Procedure details: A solution of 3.9 g. (16 mmole) 3-(1,1-dimethyl-3-phenylpropyl)-1,2-dihydroxypropane, 15 ml. benzaldehyde, 9 ml. benzene, and 100 mg. benzoic acid was refluxed for 16 hours while a Dean=Stark trap was being used to collect the water. The solution was diluted with benzene and washed with aqueous potassium carbonate. The mixture was concentrated and the residue was distilled under reduced pressure (0.4 mm.) at a pot temperature of 75°-80° C. The residue from about in 50 ml DMF was then added dropw... The reactants are C(C)OC(C(CC1=CNC2=CC=CC=C12)(C(=O)OCC)NC=O)=O (2-Formamido-3-(3-indolyl)-2-carbethoxypropionic acid ethyl ester), [OH-].[Na+] (sodium hydroxide), O (water). Run in C(C)(=O)O (acetic acid). Conditions: time 8 hour. Product: N[C@@H](CC1=CNC2=CC=CC=C12)C(=O)O (Tryptophan). Yield: 100.8%. RXN SMILES: C([O:3][C:4](=[O:24])[C:5]([NH:21]C=O)(C(OCC)=O)[CH2:6][C:7]1[C:15]2[C:10](=[CH:11][CH:12]=[CH:13][CH:14]=2)[NH:9][CH:8]=1)C.[OH-].[Na+].O>C(O)(=O)C>[NH2:21][C@H:5]([C:4]([OH:24])=[O:3])[CH2:6][C:7]1[C:15]2[C:10](=[CH:11][CH:12]=[CH:13][CH:14]=2)[NH:9][CH:8]=1 |f:1.2|. Reported procedure: A mixture of 40 g (0.12 mol) of the compound of Example 6 and 24.0 g (0.60 mol) of sodium hydroxide in 240 ml. of water was heated at reflux for 18 hours. 48 ml of glacial acetic acid was added to the solution and heating was continued for an additional 8 hours. The suspension was allowed to stand at 0° overnight and the white precipitate was collected, washed with icecold water and dried to yield 24.7 g (100%) of crude product. Recrystallization from 80% aqueous acetic acid afforded, after dryi...